From a dataset of the Open Reaction Database (ORD), a public repository of structured organic reaction records. describe an organic reaction: reactants, conditions, products, and yield The reactants are C[O-].[Na+] (sodium methoxide), C(C)(=O)O (acetic acid), N1(CCCCCC1)CC=1SC(=CC1)C(=O)NN (2-(hexahydro-1H-azepin-1-yl)methylthiophene-5-carboxylic acid hydrazide), C(#N)C1=NC=CC=C1 (2-cyanopyridine). Solvent: CO (methanol). Reaction conditions: time 3.5 hour. The product is N1=C(C=CC=C1)C1=NC(=NN1)C1=CC=C(S1)CN1CCCCCC1 (1-[5-[5-(2-Pyridyl)-IH-1,2,4-triazol-3-yl]-2-thenyl)hexahydro-1H-azepine). Isolated yield 96.7%. As a reaction SMILES: C[O-].[Na+].[C:4]([C:6]1[CH:11]=[CH:10][CH:9]=[CH:8][N:7]=1)#[N:5].C(O)(=O)C.[N:16]1([CH2:23][C:24]2[S:25][C:26]([C:29]([NH:31][NH2:32])=O)=[CH:27][CH:28]=2)[CH2:22][CH2:21][CH2:20][CH2:19][CH2:18][CH2:17]1>CO>[N:7]1[CH:8]=[CH:9][CH:10]=[CH:11][C:6]=1[C:4]1[NH:32][N:31]=[C:29]([C:26]2[S:25][C:24]([CH2:23][N:16]3[CH2:22][CH2:21][CH2:20][CH2:19][CH2:18][CH2:17]3)=[CH:28][CH:27]=2)[N:5]=1 |f:0.1|. Procedure details: 81 mg (1.5 mmol) of sodium methoxide was added to 13.5 ml of methanol solution containing 1.56 g (15.0 mmol) of 2-cyanopyridine and stirred at room temperature for 3.5 hours. The reaction mixture was ice-cooled, 0.085 ml (1.5 mmol) of acetic acid and 1.52 g (6.0 mmol) of 2-(hexahydro-1H-azepin-1-yl)methylthiophene-5-carboxylic acid hydrazide were added with ice-cooling, and then the mixture was stirred at room temperature for 24 hours. The thus precipitated crystals were collected by filtration ...